This data is from the Open Reaction Database (ORD), a public repository of structured organic reaction records. The task is: describe an organic reaction: reactants, conditions, products, and yield The reactants are [Li]C(C)(C)C, C1CCOC1, Cc1ccccc1, C[Si](C)(C)Cl, Fc1nccn1C(c1ccccc1)(c1ccccc1)c1ccccc1, Cc1ccc(S(=O)(=O)N=[N+]=[N-])cc1. The product is [N-]=[N+]=Nc1cn(C(c2ccccc2)(c2ccccc2)c2ccccc2)c(F)n1. Reaction SMILES: [C:26]([Li:27])([CH3:28])([CH3:29])[CH3:30].[CH2:49]1[O:50][CH2:51][CH2:52][CH2:53]1.[CH3:54][c:55]1[cH:56][cH:57][cH:58][cH:59][cH:60]1.[Cl:44][Si:45]([CH3:46])([CH3:47])[CH3:48].[F:1][c:2]1[n:3]([C:7]([c:8]2[cH:9][cH:10][cH:11][cH:12][cH:13]2)([c:14]2[cH:15][cH:16][cH:17][cH:18][cH:19]2)[c:20]2[cH:21][cH:22][cH:23][cH:24][cH:25]2)[cH:4][cH:5][n:6]1.[c:31]1([CH3:32])[cH:33][cH:34][c:35]([S:36](=[O:37])(=[O:38])[N:40]=[N+:41]=[N-:42])[cH:39][cH:43]1>>[F:1][c:2]1[n:3]([C:7]([c:8]2[cH:9][cH:10][cH:11][cH:12][cH:13]2)([c:14]2[cH:15][cH:16][cH:17][cH:18][cH:19]2)[c:20]2[cH:21][cH:22][cH:23][cH:24][cH:25]2)[cH:4][c:5]([N:40]=[N+:41]=[N-:42])[n:6]1. Starting materials: O=C([O-])[O-], BrCCc1ccccc1, CCO, O=S1(=O)NCC(O)c2cc(Cl)sc21, [K+], [K+]. Product: O=S1(=O)c2sc(Cl)cc2C(O)CN1CCc1ccccc1. RXN SMILES: [C:14](=[O:15])([O-:16])[O-:17].[CH2:20]([CH2:21][c:22]1[cH:23][cH:24][cH:25][cH:26][cH:27]1)[Br:28].[CH3:29][CH2:30][OH:31].[Cl:1][c:2]1[cH:3][c:4]2[c:9]([s:10]1)[S:8](=[O:11])(=[O:12])[NH:7][CH2:6][CH:5]2[OH:13].[K+:18].[K+:19]>>[Cl:1][c:2]1[cH:3][c:4]2[c:9]([s:10]1)[S:8](=[O:11])(=[O:12])[N:7]([CH2:20][CH2:21][c:22]1[cH:23][cH:24][cH:25][cH:26][cH:27]1)[CH2:6][CH:5]2[OH:13]. Starting materials: [OH-].[NH4+] (Ammonium hydroxide), COC1=NC(=C(N=C1[N+](=O)[O-])[N+](=O)[O-])OC (2,6-dimethoxy 3,5-dinitro pyrazine), C(C)#N (acetonitrile), precipitate. Reaction conditions: temperature 65 celsius. Yields the product NC1=NC(=C(N=C1[N+](=O)[O-])[N+](=O)[O-])N (2,6-diamino 3,5-dinitro pyrazine). RXN SMILES: [OH-:1].[NH4+:2].CO[C:5]1[C:10]([N+:11]([O-])=[O:12])=[N:9][C:8]([N+:14]([O-:16])=[O:15])=[C:7](OC)[N:6]=1.C(#[N:21])C>>[NH2:2][C:5]1[C:10]([N+:11]([O-:12])=[O:1])=[N:9][C:8]([N+:14]([O-:16])=[O:15])=[C:7]([NH2:21])[N:6]=1 |f:0.1|. Procedure: Ammonium hydroxide (28%, 60 mL) was added drop wise to a slurry of 2,6-dimethoxy 3,5-dinitro pyrazine (10.0 g, 43.5 mmol) in acetonitrile (50 mL). Upon addition, the yellow slurry became red/yellow in color and eventually became a red solution. As the solution was heated at 65° C. for an hour, yellow precipitate (8.0 g, 92.2%) began to form, which was filtered hot and allowed to air dry. Starting materials: C(C)O (ethanol), resin, C(C)O (ethanol), [OH-].[Na+] (sodium hydroxide), [N+](=O)([O-])C1=C(C=CC(=C1)[N+](=O)[O-])Cl (2,4-dinitrochlorobenzene), C(C)O (ethanol). Product: [N+](=O)([O-])C1=C(C=CC(=C1)[N+](=O)[O-])OCC (2,4-dinitrophenetole). Reaction SMILES: [OH-].[Na+].[N+:3]([C:6]1[CH:11]=[C:10]([N+:12]([O-:14])=[O:13])[CH:9]=[CH:8][C:7]=1Cl)([O-:5])=[O:4].[CH2:16]([OH:18])[CH3:17]>>[N+:3]([C:6]1[CH:11]=[C:10]([N+:12]([O-:14])=[O:13])[CH:9]=[CH:8][C:7]=1[O:18][CH2:16][CH3:17])([O-:5])=[O:4] |f:0.1|. Procedure: Into a 2-liter resin kettle, equipped with stirrer, reflux condenser and thermometer, was charged 632 g. ethanol. To the ethanol was added carefully, below 50° C., in 15-20 minutes, 42.0 g. sodium hydroxide. To this was added, in 15 to 20 minutes, 213 g. 2,4-dinitrochlorobenzene, with the temperature maintained below 50° C. The resulting mixture was heated to reflux and held at reflux for 3 hours to give an ethanol solution of 2,4-dinitrophenetole. After cooling to room temperature, the ethanoli... Starting materials: C(C)(C)(C)OC(N(C=1C=NC=CC1)C1=NC=CN=C1C(NC=1SC=C(N1)C)=O)=O ([3-(4-Methyl-thiazol-2-ylcarbamoyl)-pyrazin-2-yl]-pyridin-3-yl-carbamic acid tert-butyl ester), C(C)(C)OC(C)C (diisopropylether), Cl (HCl), C(C)O (ethanol). Run in C(C)(=O)OCC (ethyl acetate). Conditions: time 3 hour. Yields the product Cl.Cl.CC=1N=C(SC1)NC(=O)C1=NC=CN=C1NC=1C=NC=CC1 (3-(Pyridin-3-ylamino)-pyrazine-2-carboxylic acid (4-methyl-thiazol-2-yl)-amide dihydrochloride), solid. Yield: 99.0%. RXN SMILES: C(OC(=O)[N:7]([C:14]1[C:19]([C:20](=[O:28])[NH:21][C:22]2[S:23][CH:24]=[C:25]([CH3:27])[N:26]=2)=[N:18][CH:17]=[CH:16][N:15]=1)[C:8]1[CH:9]=[N:10][CH:11]=[CH:12][CH:13]=1)(C)(C)C.[ClH:30].C(O)C.C(OC(C)C)(C)C>C(OCC)(=O)C>[ClH:30].[ClH:30].[CH3:27][C:25]1[N:26]=[C:22]([NH:21][C:20]([C:19]2[C:14]([NH:7][C:8]3[CH:9]=[N:10][CH:11]=[CH:12][CH:13]=3)=[N:15][CH:16]=[CH:17][N:18]=2)=[O:28])[S:23][CH:24]=1 |f:5.6.7|. Procedure details: [3-(4-Methyl-thiazol-2-ylcarbamoyl)-pyrazin-2-yl]-pyridin-3-yl-carbamic acid tert-butyl ester (180 mg, 0.44 mmol) was dissolved in 5 ml ethyl acetate and 8M HCl in ethanol (2.2 ml, 17.6 mmol) was added. The reaction mixture was stirred for 3 hrs at room temperature and diluted then with 20 mL diisopropylether. The solid material was filtered off and dried at 50° C. and 15 mbar for 1 hr. The desired compound was obtained as a yellow solid (169 mg, 99%), MS: m/e=313.1 (M+H+).